From a dataset of the Open Reaction Database (ORD), a public repository of structured organic reaction records. describe an organic reaction: reactants, conditions, products, and yield Reactants: CCOC(=O)C1=C(C)NC(C(OCC)OCC)=C(C(=O)OCC)C1c1cccc([N+](=O)[O-])c1, CC(C)=O. Product: CCOC(=O)C1=C(C)NC(C=O)=C(C(=O)OCC)C1c1cccc([N+](=O)[O-])c1. As a reaction SMILES: [CH3:1][C:2]1=[C:7]([C:8](=[O:9])[O:10][CH2:11][CH3:12])[CH:6]([c:13]2[cH:14][c:15]([N+:19](=[O:20])[O-:21])[cH:16][cH:17][cH:18]2)[C:5]([C:22](=[O:23])[O:24][CH2:25][CH3:26])=[C:4]([CH:27]([O:28][CH2:32][CH3:33])[O:29][CH2:30][CH3:31])[NH:3]1.[CH3:34][C:35](=[O:36])[CH3:37]>>[CH3:1][C:2]1=[C:7]([C:8](=[O:9])[O:10][CH2:11][CH3:12])[CH:6]([c:13]2[cH:14][c:15]([N+:19](=[O:20])[O-:21])[cH:16][cH:17][cH:18]2)[C:5]([C:22](=[O:23])[O:24][CH2:25][CH3:26])=[C:4]([CH:27]=[O:28])[NH:3]1. Solvent: C(Cl)Cl (CH2Cl2). The reactants are C(C)(C)(C)OC(N[C@H]1CSC[C@H]([C@@H]1O)CC1=CC(=C(C=C1)NC(=O)OCC1=CC=CC=C1)F)=O ([(3R*,4S*,5S*)-5-(4-benzyloxycarbonylamino-3-fluoro-benzyl)-4-hydroxy-tetrahydro-thiopyran-3-yl]-carbamic acid tert-butyl ester), COC(C)(C)OC (acetone dimethylketal), CC=1C=CC(=CC1)S(=O)(=O)O (p-TsOH). Procedure: To a suspension of [(3R*,4S*,5S*)-5-(4-benzyloxycarbonylamino-3-fluoro-benzyl)-4-hydroxy-tetrahydro-thiopyran-3-yl]-carbamic acid tert-butyl ester (50.5 g, 102.9 mmol) and acetone dimethylketal (263 mL, 2.06 mol) in CH2Cl2 (500 mL) was added p-TsOH (200 mg, 1 mmol) at 0-5° C. and the reaction mixture was stirred for 4 h at 25° C. The reaction mixture was washed with saturated NaHCO3 solution and water, dried over MgSO4, filtered and evaporated to dryness. The title compound obtained as a yellow ... As a reaction SMILES: [C:1]([O:5][C:6](=[O:34])[NH:7][C@@H:8]1[C@@H:13]([OH:14])[C@H:12]([CH2:15][C:16]2[CH:21]=[CH:20][C:19]([NH:22][C:23]([O:25][CH2:26][C:27]3[CH:32]=[CH:31][CH:30]=[CH:29][CH:28]=3)=[O:24])=[C:18]([F:33])[CH:17]=2)[CH2:11][S:10][CH2:9]1)([CH3:4])([CH3:3])[CH3:2].CO[C:37](OC)([CH3:39])[CH3:38].CC1C=CC(S(O)(=O)=O)=CC=1>C(Cl)Cl>[C:1]([O:5][C:6]([N:7]1[C@@H:8]2[C@H:13]([C@H:12]([CH2:15][C:16]3[CH:21]=[CH:20][C:19]([NH:22][C:23]([O:25][CH2:26][C:27]4[CH:32]=[CH:31][CH:30]=[CH:29][CH:28]=4)=[O:24])=[C:18]([F:33])[CH:17]=3)[CH2:11][S:10][CH2:9]2)[O:14][C:37]1([CH3:39])[CH3:38])=[O:34])([CH3:4])([CH3:2])[CH3:3]. Conditions: temperature 25 celsius, time 4 hour. Product: C(C)(C)(C)OC(=O)N1C(O[C@H]2[C@@H](CSC[C@H]12)CC1=CC(=C(C=C1)NC(=O)OCC1=CC=CC=C1)F)(C)C ((3aR*,7S*,7aS*)-7-(4-Benzyloxycarbonylamino-3-fluoro-benzyl)-2,2-dimethyl-tetra-hydro-1-oxa-5-thia-3-aza-indene-3-carboxylic acid tert-butyl ester).